Dataset: the Open Reaction Database (ORD), a public repository of structured organic reaction records. Task: describe an organic reaction: reactants, conditions, products, and yield Starting materials: C1CC(=O)N(C1=O)Br (NBS), N1(CCOCC1)C1=CC=C(C=C1)C1=NN(C2=C1CC=1SC=CC21)COCC[Si](C)(C)C (6-(4-Morpholin-4-yl-phenyl)-4-(2-trimethylsilanyl-ethoxymethyl)-4,7-dihydro-1-thia-4,5-diaza-cyclopenta[a]pentalene). The solvent is C(Cl)Cl (CH2Cl2). Conditions: time 2 hour. Yields the product BrC=1SC=2CC3=C(C2C1)N(N=C3C3=CC=C(C=C3)N3CCOCC3)COCC[Si](C)(C)C (2-Bromo-6-(4-morpholin-4-yl-phenyl)-4-(2-trimethylsilanyl-ethoxymethyl)-4,7-dihydro-1-thia-4,5-diaza-cyclopenta[a]pentalene). Yield: 80.0%. As a reaction SMILES: C1C(=O)N([Br:8])C(=O)C1.[N:9]1([C:15]2[CH:20]=[CH:19][C:18]([C:21]3[C:25]4[CH2:26][C:27]5[S:28][CH:29]=[CH:30][C:31]=5[C:24]=4[N:23]([CH2:32][O:33][CH2:34][CH2:35][Si:36]([CH3:39])([CH3:38])[CH3:37])[N:22]=3)=[CH:17][CH:16]=2)[CH2:14][CH2:13][O:12][CH2:11][CH2:10]1>C(Cl)Cl>[Br:8][C:29]1[S:28][C:27]2[CH2:26][C:25]3[C:21]([C:18]4[CH:17]=[CH:16][C:15]([N:9]5[CH2:14][CH2:13][O:12][CH2:11][CH2:10]5)=[CH:20][CH:19]=4)=[N:22][N:23]([CH2:32][O:33][CH2:34][CH2:35][Si:36]([CH3:39])([CH3:38])[CH3:37])[C:24]=3[C:31]=2[CH:30]=1. Reported procedure: NBS (0.18 g, 1.0 mmol) was added to a solution of 6-(4-Morpholin-4-yl-phenyl)-4-(2-trimethylsilanyl-ethoxymethyl)-4,7-dihydro-1-thia-4,5-diaza-cyclopenta[a]pentalene (0.23 g, 0.5 mmol) in CH2Cl2 (5.0 mL). After 2 hr, the solution was evaporated and washed with EtOAc, filtered, and concentrated to give the corresponding 2-Bromo-6-(4-morpholin-4-yl-phenyl)-4-(2-trimethylsilanyl-ethoxymethyl)-4,7-dihydro-1-thia-4,5-diaza-cyclopenta[a]pentalene (0.21 g, 0.4 mmol) as brown solid in 80% yield. Product: OC1C(N(CC1)CC(=O)N)=O ((R/S)-2-(3-hydroxy-2-oxo-1-pyrrolidinyl)acetamide). Starting materials: C(C)(=O)OC1C(N(CC1)CC(=O)O)=O ((R/S)-2-(3-acetoxy-2-oxo-1-pyrrolidinyl)acetic acid), ON1C(CCC1=O)=O (N-hydroxysuccinimide). As a reaction SMILES: C([O:4][CH:5]1[CH2:9][CH2:8][N:7]([CH2:10][C:11](O)=[O:12])[C:6]1=[O:14])(=O)C.O[N:16]1C(=O)CCC1=O>C(Cl)(Cl)Cl>[OH:4][CH:5]1[CH2:9][CH2:8][N:7]([CH2:10][C:11]([NH2:16])=[O:12])[C:6]1=[O:14]. Procedure details: 1.64 g of dicyclohexylcarbondiimide dissolved in 20 ml of chloroform are added at room temperature to 1.5 g of (R/S)-2-(3-acetoxy-2-oxo-1-pyrrolidinyl)acetic acid, 40 ml of chloroform and 0.86 g of N-hydroxysuccinimide. After 4 hours, the solid is filtered, whereupon the filtrate is concentrated and again filtered. The filtrate is evaporated. The residue is treated at room temperature with 40 ml of a saturated solution of ammonia in methanol. The mixture is stirred at room temperature for 5 minu... The solvent is C(Cl)(Cl)Cl (chloroform), C(Cl)(Cl)Cl (chloroform). Reaction conditions: time 4 hour. The product is CC(C)c1cccc2c1CC=C2. Starting materials: [Br-], Brc1cccc2c1CC=C2, CC(C)[Mg+], [Cl-], [NH4+], C1CCOC1. RXN SMILES: [Br-:11].[Br:1][c:2]1[cH:3][cH:4][cH:5][c:6]2[c:10]1[CH2:9][CH:8]=[CH:7]2.[CH:12]([CH3:13])([CH3:14])[Mg+:15].[Cl-:16].[NH4+:17].[O:18]1[CH2:19][CH2:20][CH2:21][CH2:22]1>>[c:2]1([CH:12]([CH3:13])[CH3:14])[cH:3][cH:4][cH:5][c:6]2[c:10]1[CH2:9][CH:8]=[CH:7]2. The reactants are COc1ccc2c(OCCn3cc(Br)ccc3=O)ccnc2c1, O=C([O-])[O-], COCCOC, [Na+], [Na+], [Pd+2], OB(O)c1cccs1. The product is COc1ccc2c(OCCn3cc(-c4cccs4)ccc3=O)ccnc2c1. RXN SMILES: [Br:1][c:2]1[cH:3][cH:4][c:5](=[O:23])[n:6]([CH2:8][CH2:9][O:10][c:11]2[cH:12][cH:13][n:14][c:15]3[cH:16][c:17]([O:21][CH3:22])[cH:18][cH:19][c:20]23)[cH:7]1.[C:32](=[O:33])([O-:34])[O-:35].[CH3:38][O:39][CH2:40][CH2:41][O:42][CH3:43].[Na+:36].[Na+:37].[Pd+2:44].[s:24]1[c:25]([B:29]([OH:30])[OH:31])[cH:26][cH:27][cH:28]1>>[c:2]1(-[c:25]2[s:24][cH:28][cH:27][cH:26]2)[cH:3][cH:4][c:5](=[O:23])[n:6]([CH2:8][CH2:9][O:10][c:11]2[cH:12][cH:13][n:14][c:15]3[cH:16][c:17]([O:21][CH3:22])[cH:18][cH:19][c:20]23)[cH:7]1. Starting materials: C1(=CC=CC=C1)O (phenol), [OH-].[Na+] (sodium hydroxide), ClC(CCCCl)O (1,4-dichlorobutanol). The solvent is O (water). Reaction conditions: temperature 60 celsius, time 16 hour. Product: ClCCC(COC1=CC=CC=C1)O (4-Chloro-1-phenoxy-2-butanol). As a reaction SMILES: [C:1]1([OH:7])[CH:6]=[CH:5][CH:4]=[CH:3][CH:2]=1.[OH-:8].[Na+].[Cl:10][CH:11](O)[CH2:12][CH2:13][CH2:14]Cl>O>[Cl:10][CH2:11][CH2:12][CH:13]([OH:8])[CH2:14][O:7][C:1]1[CH:6]=[CH:5][CH:4]=[CH:3][CH:2]=1 |f:1.2|. Procedure: To a mixture which contained 282 g. (3 moles) of phenol, one liter of water and 300 ml. of 50% sodium hydroxide was added slowly with stirring at 60° C. 443.36 g. (3.1 moles) of 1,4-dichlorobutanol. Stirring was continued at 60° C. for 16 hr. The resulting mixture was extracted twice with one liter of ether and the combined ether extracts were washed with water to neutrality and dried overnight over sodium sulfate. The dried ether mixture was concentrated to dryness under reduced pressure. The r... The reactants are Cl (HCl), C([O-])([O-])=O.[Cs+].[Cs+] (Cesium carbonate), BrCC(=O)OC (methyl bromoacetate), OC1=C(C=C(C=O)C=C1)C (4-Hydroxy-3-methyl-benzaldehyde). The solvent is C(C)#N (acetonitrile). Run at time 8 hour. Yields the product COC(COC1=C(C=C(C=C1)C=O)C)=O ((4-formyl-2-methyl-phenoxy)-acetic acid methyl ester). RXN SMILES: [OH:1][C:2]1[CH:9]=[CH:8][C:5]([CH:6]=[O:7])=[CH:4][C:3]=1[CH3:10].C(=O)([O-])[O-].[Cs+].[Cs+].Br[CH2:18][C:19]([O:21][CH3:22])=[O:20].Cl>C(#N)C>[CH3:22][O:21][C:19](=[O:20])[CH2:18][O:1][C:2]1[CH:9]=[CH:8][C:5]([CH:6]=[O:7])=[CH:4][C:3]=1[CH3:10] |f:1.2.3|. Reported procedure: 4-Hydroxy-3-methyl-benzaldehyde 52 (0.50 g, 3.67 mmol) is dissolved in 10 mL acetonitrile. Cesium carbonate (2.07 g, 6.35 mmol) and methyl bromoacetate (0.40 mL, 4.35 mmol) are added and the suspension is vigorously stirred at room temperature overnight. The suspension is poured into 1N aqueous HCl and extracted with EtOAc. Drying over MgSO4, filtration and concentration yielded (4-formyl-2-methyl-phenoxy)-acetic acid methyl ester 53: 1H-NMR (400 MHz, CDCl3) δ=9.86 (s, 1H), 7.71 (d, J=1.6 Hz, 1H... Starting materials: C(C1=CC=CC=C1)OC1=C(C=C(C=C1F)C=1OC2=C(N1)C=CC(=C2)OC[C@H](C)NC(C)=O)F (N-((2S)-1-((2-(4-(benzyloxy)-3,5-difluorophenyl)-1,3-benzoxazol-6-yl)oxy)propan-2-yl)acetamide), FC1(CC1)CO ((1-fluorocyclopropyl)methanol). The product is FC=1C=C(C=C(C1OCC1(CC1)F)F)C=1OC2=C(N1)C=CC(=C2)OC[C@H](C)NC(C)=O (N-((2S)-1-((2-(3,5-difluoro-4-((1-fluorocyclopropyl)methoxy)phenyl)-1,3-benzoxazol-6-yl)oxy)propan-2-yl)acetamide). As a reaction SMILES: [CH2:1]([O:8][C:9]1[C:14]([F:15])=[CH:13][C:12]([C:16]2[O:17][C:18]3[CH:24]=[C:23]([O:25][CH2:26][C@@H:27]([NH:29][C:30](=[O:32])[CH3:31])[CH3:28])[CH:22]=[CH:21][C:19]=3[N:20]=2)=[CH:11][C:10]=1[F:33])[C:2]1[CH:7]=[CH:6]C=CC=1.[F:34]C1(CO)CC1>>[F:33][C:10]1[CH:11]=[C:12]([C:16]2[O:17][C:18]3[CH:24]=[C:23]([O:25][CH2:26][C@@H:27]([NH:29][C:30](=[O:32])[CH3:31])[CH3:28])[CH:22]=[CH:21][C:19]=3[N:20]=2)[CH:13]=[C:14]([F:15])[C:9]=1[O:8][CH2:1][C:2]1([F:34])[CH2:7][CH2:6]1. Reported procedure: Using N-((2S)-1-((2-(4-(benzyloxy)-3,5-difluorophenyl)-1,3-benzoxazol-6-yl)oxy)propan-2-yl)acetamide and (1-fluorocyclopropyl)methanol, and in the same manner as in Step A and Step B of Example 4, the title compound was obtained. The reactants are [Al+3], [Cl-], [Cl-], [Cl-], [Cl-], COc1ccc(C[NH+](C)C(CCl)CCCC(C#N)(c2ccc(OC)c(OC)c2)C(C)C)cc1OC, ClCCl, C[N+](=O)[O-], O=[N+]([O-])c1ccccc1. Product: COc1ccc(C(C#N)(CCCC2Cc3cc(OC)c(OC)cc3CN2C)C(C)C)cc1OC. As a reaction SMILES: [Al+3:2].[Cl-:18].[Cl-:1].[Cl-:3].[Cl-:4].[Cl:19][CH2:20][CH:21]([CH2:22][CH2:23][CH2:24][C:25]([CH:26]([CH3:27])[CH3:28])([C:29]#[N:30])[c:31]1[cH:32][c:33]([O:39][CH3:40])[c:34]([O:37][CH3:38])[cH:35][cH:36]1)[NH+:41]([CH3:42])[CH2:43][c:44]1[cH:45][c:46]([O:52][CH3:53])[c:47]([O:50][CH3:51])[cH:48][cH:49]1.[Cl:54][CH2:55][Cl:56].[N+:5]([CH3:6])([O-:7])=[O:8].[O-:9][N+:10]([c:11]1[cH:12][cH:13][cH:14][cH:15][cH:16]1)=[O:17]>>[CH2:20]1[CH:21]([CH2:22][CH2:23][CH2:24][C:25]([CH:26]([CH3:27])[CH3:28])([C:29]#[N:30])[c:31]2[cH:32][c:33]([O:39][CH3:40])[c:34]([O:37][CH3:38])[cH:35][cH:36]2)[N:41]([CH3:42])[CH2:43][c:44]2[cH:45][c:46]([O:52][CH3:53])[c:47]([O:50][CH3:51])[cH:48][c:49]21. Yields the product FC(F)(F)c1cc(OCCN2CCCC2)ccc1Nc1ncc(-c2ccsc2)s1. RXN SMILES: [CH3:1][N:2]([CH3:3])[CH2:4][CH2:5][CH2:6][O:7][c:8]1[cH:9][cH:10][c:11](-[c:12]2[s:13][c:14]([NH:15][c:16]3[cH:17][cH:18][cH:19][cH:20][cH:21]3)[n:22][cH:23]2)[cH:24][cH:25]1.[CH3:60][OH:61].[Cl:49][CH2:50][CH2:51][N:52]1[CH2:53][CH2:54][CH2:55][CH2:56]1.[Cl:57][CH2:58][Cl:59].[ClH:48].[s:26]1[cH:27][c:28](-[c:31]2[cH:32][n:33][c:34]([NH:36][c:37]3[c:38]([C:44]([F:45])([F:46])[F:47])[cH:39][c:40]([OH:43])[cH:41][cH:42]3)[s:35]2)[cH:29][cH:30]1>>[s:26]1[cH:27][c:28](-[c:31]2[cH:32][n:33][c:34]([NH:36][c:37]3[c:38]([C:44]([F:45])([F:46])[F:47])[cH:39][c:40]([O:43][CH2:50][CH2:51][N:52]4[CH2:53][CH2:54][CH2:55][CH2:56]4)[cH:41][cH:42]3)[s:35]2)[cH:29][cH:30]1. The reactants are CN(C)CCCOc1ccc(-c2cnc(Nc3ccccc3)s2)cc1, CO, ClCCN1CCCC1, ClCCl, Cl, Oc1ccc(Nc2ncc(-c3ccsc3)s2)c(C(F)(F)F)c1. Reactants: C(C)(C)(C)OC(=O)NCCCOC1=CC(=C2C=C(N(C2=C1)C)C(=O)OCC)C(F)(F)F (ethyl 6-(3-tert-butoxycarbonylaminopropoxy)-1-methyl-4-trifluoromethyl-2-indolecarboxylate), Cl.NC(=N)N (guanidine hydrochloride), C[O-].[Na+] (sodium methoxide). Run in CO (methanol). The product is C(C)(C)(C)OC(=O)NCCCOC1=CC(=C2C=C(NC2=C1)C(=O)N=C(NC)N)C(F)(F)F (6-(3-tert-Butoxycarbonylaminopropoxy)-1-methyl-4-trifluoromethyl-2-indoloylguanidine). RXN SMILES: [C:1]([O:5][C:6]([NH:8][CH2:9][CH2:10][CH2:11][O:12][C:13]1[CH:21]=[C:20]2[C:16]([CH:17]=[C:18]([C:23](OCC)=[O:24])[N:19]2C)=[C:15]([C:28]([F:31])([F:30])[F:29])[CH:14]=1)=[O:7])([CH3:4])([CH3:3])[CH3:2].Cl.[NH2:33][C:34]([NH2:36])=[NH:35].[CH3:37][O-].[Na+]>CO>[C:1]([O:5][C:6]([NH:8][CH2:9][CH2:10][CH2:11][O:12][C:13]1[CH:21]=[C:20]2[C:16]([CH:17]=[C:18]([C:23]([N:35]=[C:34]([NH2:36])[NH:33][CH3:37])=[O:24])[NH:19]2)=[C:15]([C:28]([F:31])([F:30])[F:29])[CH:14]=1)=[O:7])([CH3:4])([CH3:3])[CH3:2] |f:1.2,3.4|. Procedure details: The reaction was carried out in a manner similar to Example 1 except for using 1.28 g (2.88 mmol) of ethyl 6-(3-tert-butoxycarbonylaminopropoxy)-1-methyl-4-trifluoromethyl-2-indolecarboxylate, 5.50 g (57.6 mmol) of guanidine hydrochloride and 60 ml of methanol solution of 3.11 g (57.6 mmol) of sodium methoxide. 6-(3-tert-Butoxycarbonylaminopropoxy)-1-methyl-4-trifluoromethyl-2-indoloylguanidine was thus obtained in an amount of 0.41 g. This compound, 0.41 g, was treated in a manner similar to Ex...